This data is from the Open Reaction Database (ORD), a public repository of structured organic reaction records. The task is: describe an organic reaction: reactants, conditions, products, and yield Reactants: C(C)OCC (diethyl ether), CN1C(N(C(C=C1C(F)(F)F)=O)C=1C=CC2=C(C(=NS2)CS(=O)C)C1)=O (1-methyl-3-{3-[(methylsulfinyl)methyl]-1,2-benzisothiazol-5-yl}-6-(trifluoromethyl)-2,4(1H,3H)-pyrimidinedione), ClC=1C=C(C(=O)OO)C=CC1 (3-chloroperoxybenzoic acid). Run in C(Cl)Cl (methylene chloride), C(Cl)Cl (methylene chloride). Run at time 4 hour. Yields the product CN1C(N(C(C=C1C(F)(F)F)=O)C=1C=CC2=C(C(=NS2)CS(=O)(=O)C)C1)=O (1-Methyl-3-{3-[(methylsulfonyl)methyl]-1,2-benzisothiazol-5-yl}-6-(trifluoromethyl)-2,4(1H,3H)-pyrimidinedione). As a reaction SMILES: [CH3:1][N:2]1[C:7]([C:8]([F:11])([F:10])[F:9])=[CH:6][C:5](=[O:12])[N:4]([C:13]2[CH:14]=[CH:15][C:16]3[S:20][N:19]=[C:18]([CH2:21][S:22]([CH3:24])=[O:23])[C:17]=3[CH:25]=2)[C:3]1=[O:26].ClC1C=C(C=CC=1)C(OO)=[O:32].C(OCC)C>C(Cl)Cl>[CH3:1][N:2]1[C:7]([C:8]([F:10])([F:11])[F:9])=[CH:6][C:5](=[O:12])[N:4]([C:13]2[CH:14]=[CH:15][C:16]3[S:20][N:19]=[C:18]([CH2:21][S:22]([CH3:24])(=[O:32])=[O:23])[C:17]=3[CH:25]=2)[C:3]1=[O:26]. Reported procedure: A mixture of 1-methyl-3-{3-[(methylsulfinyl)methyl]-1,2-benzisothiazol-5-yl}-6-(trifluoromethyl)-2,4(1H,3H)-pyrimidinedione (0.480 g, 1.24 mmol) and 3-chloroperoxybenzoic acid (0.600 g, 60%, 2.10 mmol) in methylene chloride is stirred at room temperature for four hours, washed with 5% sodium carbonate solution, dried over anhydrous magnesium sulfate, and concentrated in vacuo to obtain a solid. Flash column chromatography of the solid using silica gel and a 10% diethyl ether in methylene chlorid... Reactants: crude product, C(C)(C)(C)N1N=CC(=C(C1=O)C)S (2-tert.-butyl-5-mercapto-4-methyl-3(2H)-pyridazinone), CI (methyl iodide), C([O-])([O-])=O.[Na+].[Na+] (sodium carbonate), O (water). Solvent: CN(C=O)C (dimethylformamide). Yields the product C(C)(C)(C)N1N=CC(=C(C1=O)C)SC (2-tert.-butyl-4-methyl-5-methylthio-3(2H)-pyridazinone). Reaction SMILES: [C:1]([N:5]1[C:10](=[O:11])[C:9]([CH3:12])=[C:8]([SH:13])[CH:7]=[N:6]1)([CH3:4])([CH3:3])[CH3:2].CI.[C:16](=O)([O-])[O-].[Na+].[Na+].O>CN(C)C=O>[C:1]([N:5]1[C:10](=[O:11])[C:9]([CH3:12])=[C:8]([S:13][CH3:16])[CH:7]=[N:6]1)([CH3:4])([CH3:2])[CH3:3] |f:2.3.4|. Reported procedure: The crude product 2.0 g (0.01 mol) of 2-tert.-butyl-5-mercapto-4-methyl-3(2H)-pyridazinone as synthesized in the above and 1.4 g (0.01 mol) of methyl iodide were dissolved in 20 ml of dimethylformamide and then added with 2.0 g of sodium carbonate with stirring at room temperature. The reaction liquid was stirred for 3 hours at 70° C. After allowing to cool the reaction liquid was poured into 200 ml of water and extracted with 50 ml of benzene. The benzene layer was washed successively with 50 m... Reactants: NC1=NC2=NC=C(N=C2C(=N1)N)CN(C1=CC=CC=C1)C1=CC=CC=C1 (N-[(2,4-diaminopteridin-6-yl)methyl]-N,N-diphenylamine), Br.NC1=NC2=CC=C(C=C2C(=N1)N)CBr (2,4-diamino-6-bromomethylquinazoline hydrobromide), C1=CC=CC2=NC3=C(CC=C21)CCC=C3 (9,10-dihydrodibenz[b,f]azepine), [H-].[Na+] (NaH). The product is NC1=NC2=CC=C(C=C2C(=N1)N)CC1CC=CC2=C1CC=C1C(=N2)C=CC=C1 (9-[(2,4-Diaminoquinazolin-6-yl)methyl]-9,10-dihydrodibenz[b,f]azepine). Reaction SMILES: NC1N=C(N)C2C(=NC=C(CN(C3C=CC=CC=3)C3C=CC=CC=3)N=2)N=1.[CH:27]1[C:37]2[C:31](=[N:32][C:33]3[CH:41]=[CH:40][CH2:39][CH2:38][C:34]=3[CH2:35][CH:36]=2)[CH:30]=[CH:29][CH:28]=1.[H-].[Na+].Br.[NH2:45][C:46]1[N:55]=[C:54]([NH2:56])[C:53]2[C:48](=[CH:49][CH:50]=[C:51]([CH2:57]Br)[CH:52]=2)[N:47]=1>>[NH2:45][C:46]1[N:55]=[C:54]([NH2:56])[C:53]2[C:48](=[CH:49][CH:50]=[C:51]([CH2:57][CH:38]3[C:34]4[CH2:35][CH:36]=[C:37]5[CH:27]=[CH:28][CH:29]=[CH:30][C:31]5=[N:32][C:33]=4[CH:41]=[CH:40][CH2:39]3)[CH:52]=2)[N:47]=1 |f:2.3,4.5|. Procedure details: 9-[(2,4-Diaminoquinazolin-6-yl)methyl]-9,10-dihydrodibenz[b,f]azepine (Formula I: Ar=2,4-diaminoquinazolin-6-yl; W=CH2; X=N; Z=CH2CH2; m=n=0) is prepared similarly to N-[(2,4-diaminopteridin-6-yl)methyl]-N,N-diphenylamine as disclosed above by using 9,10-dihydrodibenz[b,f]azepine (158 mg, 0.8 mmol), NaH (50 mg, 2.1 mmol), and 2,4-diamino-6-bromomethylquinazoline hydrobromide (100 mg, 0.3 mmol). The product can be purified by chromatography. Reactants: C([O-])([O-])=O.[Na+].[Na+] (sodium carbonate), S1C=2N(C=C1)C=NC2 (imidazo[5,1-b]thiazole), C1(=CC=C(C=C1)S(=O)(=O)Cl)C (p-toluenesulfonyl chloride), [Cl-].[Al+3].[Cl-].[Cl-] (Aluminum chloride). The solvent is ClCCl (Dichloromethane), O (water), ClCCl (dichloromethane), ClCCl (dichloromethane). Reaction conditions: time 10 minute. The product is C1(=CC=C(C=C1)S(=O)(=O)C=1N=CN2C1SC=C2)C (7-p-toluenesulfonylimidazo[5,1-b]thiazole). Isolated yield 14.1%. As a reaction SMILES: [C:1]1([CH3:11])[CH:6]=[CH:5][C:4]([S:7](Cl)(=[O:9])=[O:8])=[CH:3][CH:2]=1.[Cl-].[Al+3].[Cl-].[Cl-].[S:16]1[CH:20]=[CH:19][N:18]2[CH:21]=[N:22][CH:23]=[C:17]12.C(=O)([O-])[O-].[Na+].[Na+]>ClCCl.O>[C:1]1([CH3:11])[CH:6]=[CH:5][C:4]([S:7]([C:23]2[N:22]=[CH:21][N:18]3[CH:19]=[CH:20][S:16][C:17]=23)(=[O:9])=[O:8])=[CH:3][CH:2]=1 |f:1.2.3.4,6.7.8|. Reported procedure: A solution of 23.9 g of p-toluenesulfonyl chloride in 100 ml of dichloromethane was cooled to ice temperature in an argon atmosphere. Aluminum chloride (15.3 g) was added thereto. The mixture was stirred for 10 min. A solution of 3.15 g of imidazo[5,1-b]thiazole in 25 ml of dichloromethane was added dropwise thereto. The mixture was stirred for 22 hr. Dichloromethane (200 ml), 70 ml of water, and 75 g of a sodium carbonate powder were added thereto, followed by extraction. The extract was dried ... The product is Cc1cc([N+](=O)[O-])ccc1N=C1NC(C(C)C)CS1. The reactants are Cc1cc([N+](=O)[O-])ccc1N=C=S, CC(C)C(N)CO, O=S(Cl)Cl. As a reaction SMILES: [CH3:12][c:13]1[c:14]([N:22]=[C:23]=[S:24])[cH:15][cH:16][c:17]([N+:19](=[O:20])[O-:21])[cH:18]1.[CH:1]([CH3:2])([CH3:3])[CH:4]([CH2:5][OH:6])[NH2:7].[S:8]([Cl:9])([Cl:10])=[O:11]>>[CH:1]([CH3:2])([CH3:3])[CH:4]1[CH2:5][S:24][C:23](=[N:22][c:14]2[c:13]([CH3:12])[cH:18][c:17]([N+:19](=[O:20])[O-:21])[cH:16][cH:15]2)[NH:7]1. Reactants: Br[Mg]c1ccccc1, C#CCCCO, CCOCC, [Cl-], Cl, [NH4+]. The product is C#CCCC(O)c1ccccc1. As a reaction SMILES: [Br:1][Mg:2][c:3]1[cH:4][cH:5][cH:6][cH:7][cH:8]1.[CH2:9]([CH2:10][CH2:11][C:12]#[CH:13])[OH:14].[CH3:18][CH2:19][O:20][CH2:21][CH3:22].[Cl-:15].[ClH:17].[NH4+:16]>>[c:3]1([CH:9]([CH2:10][CH2:11][C:12]#[CH:13])[OH:14])[cH:4][cH:5][cH:6][cH:7][cH:8]1.